From a dataset of the Open Reaction Database (ORD), a public repository of structured organic reaction records. describe an organic reaction: reactants, conditions, products, and yield The reactants are COc1cc2c(c(-c3cc(C)ccc3C)c1)OC(COS(=O)(=O)c1ccc(C)cc1)C2, CN, Cl. The product is CNCC1Cc2cc(OC)cc(-c3cc(C)ccc3C)c2O1. RXN SMILES: [CH3:2][c:3]1[c:4](-[c:10]2[cH:11][c:12]([O:31][CH3:32])[cH:13][c:14]3[c:18]2[O:17][CH:16]([CH2:19][O:20][S:21]([c:22]2[cH:23][cH:24][c:25]([CH3:26])[cH:27][cH:28]2)(=[O:29])=[O:30])[CH2:15]3)[cH:5][c:6]([CH3:9])[cH:7][cH:8]1.[CH3:33][NH2:34].[ClH:1]>>[CH3:2][c:3]1[c:4](-[c:10]2[cH:11][c:12]([O:31][CH3:32])[cH:13][c:14]3[c:18]2[O:17][CH:16]([CH2:19][NH:34][CH3:33])[CH2:15]3)[cH:5][c:6]([CH3:9])[cH:7][cH:8]1. Reactants: N(=O)[O-].[Na+] (sodium nitrite), NC=1C=C(C(=O)O)C=C(C1)S(F)(F)(F)(F)F (3-Amino-5-pentafluorosulfanylbenzoic acid), N(=O)[O-] (nitrite). The solvent is O (water), S(O)(O)(=O)=O (sulfuric acid). Reaction conditions: temperature -5 celsius, time 40 minute. The product is OC=1C=C(C(=O)O)C=C(C1)S(F)(F)(F)(F)F (3-Hydroxy-5-(pentafluorosulfanyl)benzoic acid). Isolated yield 92.0%. As a reaction SMILES: N[C:2]1[CH:3]=[C:4]([CH:8]=[C:9]([S:11]([F:16])([F:15])([F:14])([F:13])[F:12])[CH:10]=1)[C:5]([OH:7])=[O:6].N([O-])=[O:18].[Na+].N([O-])=O>S(=O)(=O)(O)O.O>[OH:18][C:2]1[CH:3]=[C:4]([CH:8]=[C:9]([S:11]([F:16])([F:15])([F:14])([F:13])[F:12])[CH:10]=1)[C:5]([OH:7])=[O:6] |f:1.2|. Procedure: 3-Amino-5-pentafluorosulfanylbenzoic acid (O6.007; 3.9 g) was dissolved in 35% sulfuric acid (120 ml) and cooled to −5° C., and a solution of sodium nitrite (1.1 g) in water (100 ml) was added dropwise within 10 min. After 40 min, further nitrite solution was added (2 ml), and another 2 ml and 1 ml after a further 20 min in each case. Then the cooling bath was removed and the mixture was heated to 100° C. After 5 h, the mixture was cooled and the solution was decanted. The clear, acidic solution... The reactants are [OH-].[Na+] (NaOH), FC(OC1=CC=C(C=C1)/C=C/C(=O)OC)(C1=CC=C(C=C1)OCCCC(F)(F)F)F (methyl (2E)-3-(4-{difluoro[4-(4,4,4-trifluorobutoxy)phenyl]methoxy}-phenyl)prop-2-enoate), Cl (HCl). The solvent is O (water), O1CCOCC1 (dioxane). Conditions: temperature 55 celsius, time 15 minute. The product is FC(OC1=CC=C(C=C1)/C=C/C(=O)O)(C1=CC=C(C=C1)OCCCC(F)(F)F)F ((2E)-3-(4-{difluoro[4-(4,4,4-trifluorobutoxy)phenyl]methoxy}-phenyl)prop-2-enoic acid). The yield is 79.5%. As a reaction SMILES: [F:1][C:2]([F:30])([C:16]1[CH:21]=[CH:20][C:19]([O:22][CH2:23][CH2:24][CH2:25][C:26]([F:29])([F:28])[F:27])=[CH:18][CH:17]=1)[O:3][C:4]1[CH:9]=[CH:8][C:7](/[CH:10]=[CH:11]/[C:12]([O:14]C)=[O:13])=[CH:6][CH:5]=1.[OH-].[Na+].Cl>O1CCOCC1.O>[F:1][C:2]([F:30])([C:16]1[CH:21]=[CH:20][C:19]([O:22][CH2:23][CH2:24][CH2:25][C:26]([F:29])([F:28])[F:27])=[CH:18][CH:17]=1)[O:3][C:4]1[CH:9]=[CH:8][C:7](/[CH:10]=[CH:11]/[C:12]([OH:14])=[O:13])=[CH:6][CH:5]=1 |f:1.2|. Procedure: 26 g (60.4 mmol) of methyl (2E)-3-(4-{difluoro[4-(4,4,4-trifluorobutoxy)phenyl]methoxy}-phenyl)prop-2-enoate is dissolved in 400 ml of dioxane. 30 ml of NaOH (30%) diluted in 250 ml of water is added to the solution. The mixture is heated to 55° C. for 2 hours. The mixture is cooled to room temperature and is carefully acidified to pH=2 with a HCl solution (25%) and is stirred for 15 min. The product is filtrated off and dried at room temperature under vacuum for 10 h to give 20 g of (2E)-3-(4-{... Starting materials: [Cl-].[Al+3].[Cl-].[Cl-] (aluminum chloride), [N+](=O)([O-])C1=CC=C(C=C1)O (4-Nitrophenol), C(C)(=O)Cl (acetylchloride). Run in ClC(C)Cl (dichloroethane). Conditions: temperature 50 celsius, time 2 hour. Product: OC1=C(C=C(C=C1)[N+](=O)[O-])C(C)=O (1-(2-hydroxy-5-nitrophenyl)ethanone). The yield is 78.0%. RXN SMILES: [N+:1]([C:4]1[CH:9]=[CH:8][C:7]([OH:10])=[CH:6][CH:5]=1)([O-:3])=[O:2].[Cl-].[Al+3].[Cl-].[Cl-].[C:15](Cl)(=[O:17])[CH3:16]>ClC(Cl)C>[OH:10][C:7]1[CH:8]=[CH:9][C:4]([N+:1]([O-:3])=[O:2])=[CH:5][C:6]=1[C:15](=[O:17])[CH3:16] |f:1.2.3.4|. Reported procedure: 4-Nitrophenol (1.61 g, 11.6 mmol) was dissolved in dichloroethane (10 ml) and aluminum chloride (2.31 g, 17.3 mmol) was slowly added in three portions. The addition of acetylchloride (0.818 ml, 11.51 mmol) was followed by stirring at 50° C. for 2 hours. The reaction was terminated with the addition of ice water (10 ml) and 2N hydrochloric acid solution (10 ml) at 0° C. The reaction mixture was extracted with dichloroethane (10 ml). The organic layer was dried over anhydrous magnesium sulfate and... Yields the product N(=C=S)C1=CC=C(C=C1)N1CCN(CC1)C (1-(4-Isothiocyanato-phenyl)-4-methyl-piperazine). Reaction SMILES: [N:1]([C:4]1[CH:17]=[CH:16][C:7](OCCN2CCCC2)=[CH:6][CH:5]=1)=[C:2]=[S:3].[CH3:18][N:19]1[CH2:24][CH2:23][N:22](C2C=CC(N)=CC=2)[CH2:21][CH2:20]1>>[N:1]([C:4]1[CH:5]=[CH:6][C:7]([N:22]2[CH2:23][CH2:24][N:19]([CH3:18])[CH2:20][CH2:21]2)=[CH:16][CH:17]=1)=[C:2]=[S:3]. Procedure details: The title compound is prepared as described in Example 1 for 1-[2-(4-isothiocyanato-phenoxy)-ethyl]-pyrrolidine but using 4-(4-methyl-piperazin-1-yl)-phenylamine. Title compound: ES-MS: 234.0 [M+H]+; single peak at tR=6.60 min (System 1). The reactants are N(=C=S)C1=CC=C(OCCN2CCCC2)C=C1 (1-[2-(4-isothiocyanato-phenoxy)-ethyl]-pyrrolidine), CN1CCN(CC1)C1=CC=C(C=C1)N (4-(4-methyl-piperazin-1-yl)-phenylamine). Procedure details: 2-Hydroxyphenylacetic acid (6.06 g, 39.8 mmol) was dissolved in ethanol (180 ml) and the solution was added with concentrated sulfuric acid (2 ml) and heated under reflux for 90 minutes. The reaction mixture was concentrated under reduced pressure and diluted with ethyl acetate. The mixture was washed with water and saturated brine, and dried over sodium sulfate. Insoluble solids were removed by filtration, and the filtrate was concentrated under reduced pressure to obtain the title compound as ... Yields the product OC1=C(C=CC=C1)CC(=O)OCC (Ethyl 2-hydroxyphenylacetate). RXN SMILES: [OH:1][C:2]1[CH:7]=[CH:6][CH:5]=[CH:4][C:3]=1[CH2:8][C:9]([OH:11])=[O:10].S(=O)(=O)(O)O.[CH2:17](O)[CH3:18]>>[OH:1][C:2]1[CH:7]=[CH:6][CH:5]=[CH:4][C:3]=1[CH2:8][C:9]([O:11][CH2:17][CH3:18])=[O:10]. Reactants: OC1=C(C=CC=C1)CC(=O)O (2-Hydroxyphenylacetic acid), C(C)O (ethanol), S(O)(O)(=O)=O (sulfuric acid). Starting materials: COCCOC, COc1cc(F)ccc1B(O)O, Nc1cc(Cl)ccn1, [Na+], [Na+], O=C([O-])[O-], Cl[Pd]Cl, c1ccc(P(c2ccccc2)c2ccccc2)cc1, c1ccc(P(c2ccccc2)c2ccccc2)cc1. Product: COc1cc(F)ccc1-c1ccnc(N)c1. Reaction SMILES: [CH3:27][O:28][CH2:29][CH2:30][O:31][CH3:32].[F:9][c:10]1[cH:11][c:12]([O:19][CH3:20])[c:13]([B:16]([OH:17])[OH:18])[cH:14][cH:15]1.[NH2:1][c:2]1[n:3][cH:4][cH:5][c:6]([Cl:8])[cH:7]1.[Na+:21].[Na+:22].[O-:23][C:24](=[O:25])[O-:26].[Pd:33]([Cl:34])[Cl:35].[c:36]1([P:37]([c:38]2[cH:39][cH:40][cH:41][cH:42][cH:43]2)[c:44]2[cH:45][cH:46][cH:47][cH:48][cH:49]2)[cH:50][cH:51][cH:52][cH:53][cH:54]1.[c:55]1([P:56]([c:57]2[cH:58][cH:59][cH:60][cH:61][cH:62]2)[c:63]2[cH:64][cH:65][cH:66][cH:67][cH:68]2)[cH:69][cH:70][cH:71][cH:72][cH:73]1>>[NH2:1][c:2]1[n:3][cH:4][cH:5][c:6](-[c:13]2[c:12]([O:19][CH3:20])[cH:11][c:10]([F:9])[cH:15][cH:14]2)[cH:7]1.